This data is from the Open Reaction Database (ORD), a public repository of structured organic reaction records. The task is: describe an organic reaction: reactants, conditions, products, and yield Reactants: CO (methanol), C(C)OC(=O)C1=C(N=CS1)N1N=C(NC1=O)C(NC1=CC=C(C=C1)C1=NOC(=N1)C(F)(F)F)C1=C(C2=C(OCCO2)C(=C1)OC)F (4-(3-{(5-fluoro-8-methoxy-2,3-dihydrobenzo[1,4]dioxin-6-yl)-[4-(5-trifluoromethyl-[1,2,4]oxadiazol-3-yl)phenylamino]methyl}-5-oxo-4,5-dihydro-[1,2,4]triazol-1-yl)thiazole-5-carboxylic acid ethyl ester), [OH-].[Na+] (sodium hydroxide), CO (methanol). Reagents/catalysts: [Fe] (iron). Solvent: C(C)(=O)O (acetic acid). Reaction conditions: time 18 hour. The product is C(N)(=N)C1=CC=C(C=C1)NC(C1=NN(C(N1)=O)C=1N=CSC1C(=O)O)C1=C(C2=C(OCCO2)C(=C1)OC)F (4-{3-[(4-carbamimidoylphenylamino)-(5-fluoro-8-methoxy-2,3-dihydrobenzo[1,4]dioxin-6-yl)methyl]-5-oxo-4,5-dihydro-[1,2,4]triazol-1-yl}thiazole-5-carboxylic acid). RXN SMILES: CO.C([O:5][C:6]([C:8]1[S:12][CH:11]=[N:10][C:9]=1[N:13]1[C:17](=[O:18])[NH:16][C:15]([CH:19]([C:36]2[CH:45]=[C:44]([O:46][CH3:47])[C:39]3[O:40][CH2:41][CH2:42][O:43][C:38]=3[C:37]=2[F:48])[NH:20][C:21]2[CH:26]=[CH:25][C:24]([C:27]3[N:31]=C(C(F)(F)F)O[N:28]=3)=[CH:23][CH:22]=2)=[N:14]1)=[O:7])C.[OH-].[Na+]>[Fe].C(O)(=O)C>[C:27]([C:24]1[CH:25]=[CH:26][C:21]([NH:20][CH:19]([C:36]2[CH:45]=[C:44]([O:46][CH3:47])[C:39]3[O:40][CH2:41][CH2:42][O:43][C:38]=3[C:37]=2[F:48])[C:15]2[NH:16][C:17](=[O:18])[N:13]([C:9]3[N:10]=[CH:11][S:12][C:8]=3[C:6]([OH:7])=[O:5])[N:14]=2)=[CH:22][CH:23]=1)(=[NH:28])[NH2:31] |f:2.3|. Procedure: To 2 ml of a methanol solution containing 57 mg of 4-(3-{(5-fluoro-8-methoxy-2,3-dihydrobenzo[1,4]dioxin-6-yl)-[4-(5-trifluoromethyl-[1,2,4]oxadiazol-3-yl)phenylamino]methyl}-5-oxo-4,5-dihydro-[1,2,4]triazol-1-yl)thiazole-5-carboxylic acid ethyl ester, 0.2 ml of a 5 N sodium hydroxide aqueous solution was added. The resulting mixture was stirred at room temperature for 18 hours, and then 2 ml of methanol, 2 ml of acetic acid, and 38 mg of iron powder were added thereto. The mixture was stirred a...